Task: describe an organic reaction: reactants, conditions, products, and yield. Dataset: the Open Reaction Database (ORD), a public repository of structured organic reaction records Yields the product CC(=O)Nc1ccc2c(c1)CC(N(C)C)C2. Reaction SMILES: [CH3:16][C:17](=[O:18])[O:19][C:20]([CH3:21])=[O:22].[CH3:1][N:2]([CH:3]1[CH2:4][c:5]2[cH:6][cH:7][c:8]([N+:12]([O-:13])=[O:14])[cH:9][c:10]2[CH2:11]1)[CH3:15].[CH3:23][CH2:24][OH:25].[OH2:26]>>[CH3:1][N:2]([CH:3]1[CH2:4][c:5]2[cH:6][cH:7][c:8]([NH:12][C:17]([CH3:16])=[O:18])[cH:9][c:10]2[CH2:11]1)[CH3:15]. The reactants are CC(=O)OC(C)=O, CN(C)C1Cc2ccc([N+](=O)[O-])cc2C1, CCO, O. The reactants are BrC1=CC=C(C=C1)I (1-bromo-4-iodobenzene), BrC1=CC2=CC=CC=C2C=C1 (2-bromonaphthalene), C(C)(C)(C)[Li] (t-butyllithium), fused zinc chloride. Reagents/catalysts: C=1C=CC(=CC1)[P](C=2C=CC=CC2)(C=3C=CC=CC3)[Pd]([P](C=4C=CC=CC4)(C=5C=CC=CC5)C=6C=CC=CC6)([P](C=7C=CC=CC7)(C=8C=CC=CC8)C=9C=CC=CC9)[P](C=1C=CC=CC1)(C=1C=CC=CC1)C=1C=CC=CC1 (tetrakis(triphenylphosphine)palladium). The solvent is C1CCOC1 (THF), C1CCOC1 (THF), C1CCOC1 (THF). Run at temperature 0 celsius, time 30 minute. The product is BrC1=CC=C(C=C1)C1=CC2=CC=CC=C2C=C1 (2-(4-Bromophenyl)naphthalene). Yield: 71.5%. As a reaction SMILES: Br[C:2]1[CH:11]=[CH:10][C:9]2[C:4](=[CH:5][CH:6]=[CH:7][CH:8]=2)[CH:3]=1.C([Li])(C)(C)C.[Br:17][C:18]1[CH:23]=[CH:22][C:21](I)=[CH:20][CH:19]=1>C1COCC1.C1C=CC([P]([Pd]([P](C2C=CC=CC=2)(C2C=CC=CC=2)C2C=CC=CC=2)([P](C2C=CC=CC=2)(C2C=CC=CC=2)C2C=CC=CC=2)[P](C2C=CC=CC=2)(C2C=CC=CC=2)C2C=CC=CC=2)(C2C=CC=CC=2)C2C=CC=CC=2)=CC=1>[Br:17][C:18]1[CH:23]=[CH:22][C:21]([C:2]2[CH:11]=[CH:10][C:9]3[C:4](=[CH:5][CH:6]=[CH:7][CH:8]=3)[CH:3]=2)=[CH:20][CH:19]=1 |^1:33,35,54,73|. Procedure details: To a stirred solution of 4.14 g (20.0 mmol) of 2-bromonaphthalene in 50 mL of THF at -78° C. under nitrogen was added a solution of 23.5 mL (40.0 mmol, 1.7M in pentane) of t-butyllithium over 10 minutes. The resulting slurry was stirred for 30 minutes and then warmed to 0° C. for 15 minutes. To this deep indigo solution was added a solution of 3.50 g (25.6 mmol) of thrice-fused zinc chloride in 25 mL of THF. The resulting light yellow solution was warmed to room temperature and stirred for 1 hou... Reactants: [N+](=O)([O-])C1=CC=C(C=C1)C1=NC(=C2C(=N1)N(N=C2)CC(F)(F)F)N2C1COCC2CCC1 (9-(6-(4-nitrophenyl)-1-(2,2,2-trifluoroethyl)-1H-pyrazolo[3,4-d]pyrimidin-4-yl)-3-oxa-9-azabicyclo[3.3.1]nonane), Cl.C12CNCC(CC1)O2 (8-oxa-3-aza-bicyclo[3.2.1]octane hydrochloride), C12CN(CC(CC1)O2)C2=C1C(=NC(=N2)C2=CC=C(C=C2)N)N(N=C1)CC(F)(F)F (4-[4-(8-oxa-3-aza-bicyclo[3.2.1]oct-3-yl)-1-(2,2,2-trifluoro-ethyl)-1H-pyrazolo[3,4-d]pyrimidin-6-yl]-phenylamine), 5,3-oxa-9-azabicyclo[3.3.1]nonane hydrochloride. Product: C12COCC(CCC1)N2C2=C1C(=NC(=N2)C2=CC=C(N)C=C2)N(N=C1)CC(F)(F)F (4-(4-(3-oxa-9-azabicyclo[3.3.1]nonan-9-yl)-1-(2,2,2-trifluoroethyl)-1H-pyrazolo[3,4-d]pyrimidin-6-yl)aniline). RXN SMILES: [N+:1]([C:4]1[CH:9]=[CH:8][C:7]([C:10]2[N:15]=[C:14]3[N:16]([CH2:19][C:20]([F:23])([F:22])[F:21])[N:17]=[CH:18][C:13]3=[C:12]([N:24]3[CH:29]4[CH2:30][CH2:31][CH2:32][CH:25]3[CH2:26][O:27][CH2:28]4)[N:11]=2)=[CH:6][CH:5]=1)([O-])=O.C12OC(CC1)CN(C1N=C(C3C=CC(N)=CC=3)N=C3N(CC(F)(F)F)N=CC=13)C2.Cl.C12OC(CC1)CNC2>>[CH:25]12[N:24]([C:12]3[N:11]=[C:10]([C:7]4[CH:6]=[CH:5][C:4]([NH2:1])=[CH:9][CH:8]=4)[N:15]=[C:14]4[N:16]([CH2:19][C:20]([F:21])([F:23])[F:22])[N:17]=[CH:18][C:13]=34)[CH:29]([CH2:30][CH2:31][CH2:32]1)[CH2:28][O:27][CH2:26]2 |f:2.3|. Procedure: 4-(4-(3-oxa-9-azabicyclo[3.3.1]nonan-9-yl)-1-(2,2,2-trifluoroethyl)-1H-pyrazolo[3,4-d]pyrimidin-6-yl)aniline was prepared from 9-(6-(4-nitrophenyl)-1-(2,2,2-trifluoroethyl)-1H-pyrazolo[3,4-d]pyrimidin-4-yl)-3-oxa-9-azabicyclo[3.3.1]nonane according to the method used for 4-[4-(8-oxa-3-aza-bicyclo[3.2.1]oct-3-yl)-1-(2,2,2-trifluoro-ethyl)-1H-pyrazolo[3,4-d]pyrimidin-6-yl]-phenylamine, except in step 5,3-oxa-9-azabicyclo[3.3.1]nonane hydrochloride replaced 8-oxa-3-aza-bicyclo[3.2.1]octane hydrochl...